Dataset: the Open Reaction Database (ORD), a public repository of structured organic reaction records. Task: describe an organic reaction: reactants, conditions, products, and yield The reactants are O=C([O-])O, ClC(Cl)Cl, [Na+], N#Cc1ccc(C2(O)CCn3cncc32)cc1, O=S(Cl)Cl. The product is N#Cc1ccc(C2CCn3cncc32)cc1. RXN SMILES: [C:22](=[O:23])([O-:24])[OH:25].[CH:27]([Cl:28])([Cl:29])[Cl:30].[Na+:26].[OH:1][C:2]1([c:10]2[cH:11][cH:12][c:13]([C:14]#[N:15])[cH:16][cH:17]2)[CH2:3][CH2:4][n:5]2[cH:6][n:7][cH:8][c:9]21.[S:18]([Cl:19])([Cl:20])=[O:21]>>[CH:2]1([c:10]2[cH:11][cH:12][c:13]([C:14]#[N:15])[cH:16][cH:17]2)[CH2:3][CH2:4][n:5]2[cH:6][n:7][cH:8][c:9]21. Reactants: COC(CCNC(C1=CC=C(C=C1)C(CCCC(F)(F)F)OC1=CC=C(C=C1)Br)=O)=O (3-{4-[1-(4-bromo-phenoxy)-5,5,5-trifluoro-pentyl]-benzoylamino}-propionic acid methyl ester), C(C)(C)(C)C1=CC=C(C=C1)B(O)O (4-tert-butyl phenyl boronic acid). Product: C(C)(C)(C)C1=CC=C(C=C1)C1=CC=C(C=C1)OC(CCCC(F)(F)F)C1=CC=C(C(=O)NCCC(=O)O)C=C1 (3-{4-[1-(4′-tert-butyl-biphenyl-4-yloxy)-5,5,5-trifluoro-pentyl]-benzoylamino}-propionic acid). RXN SMILES: C[O:2][C:3](=[O:31])[CH2:4][CH2:5][NH:6][C:7](=[O:30])[C:8]1[CH:13]=[CH:12][C:11]([CH:14]([O:22][C:23]2[CH:28]=[CH:27][C:26](Br)=[CH:25][CH:24]=2)[CH2:15][CH2:16][CH2:17][C:18]([F:21])([F:20])[F:19])=[CH:10][CH:9]=1.[C:32]([C:36]1[CH:41]=[CH:40][C:39](B(O)O)=[CH:38][CH:37]=1)([CH3:35])([CH3:34])[CH3:33]>>[C:32]([C:36]1[CH:41]=[CH:40][C:39]([C:26]2[CH:25]=[CH:24][C:23]([O:22][CH:14]([C:11]3[CH:10]=[CH:9][C:8]([C:7]([NH:6][CH2:5][CH2:4][C:3]([OH:2])=[O:31])=[O:30])=[CH:13][CH:12]=3)[CH2:15][CH2:16][CH2:17][C:18]([F:19])([F:21])[F:20])=[CH:28][CH:27]=2)=[CH:38][CH:37]=1)([CH3:35])([CH3:34])[CH3:33]. Procedure details: The title compounds are prepared in a manner substantially similar to Example 128 starting from 3-{4-[1-(4-bromo-phenoxy)-5,5,5-trifluoro-pentyl]-benzoylamino}-propionic acid methyl ester and 4-tert-butyl phenyl boronic acid. Isomer 1 MS: 540.3 [M−H]−; Isomer 2 MS: 540.3 [M−H]−. Starting materials: CC1(C)CCC(C)(C)c2cc(C=CC(=O)Cl)ccc21, O=C(OCc1ccccc1)c1ccc(O)cc1. Yields the product CC1(C)CCC(C)(C)c2cc(C=CC(=O)Oc3ccc(C(=O)OCc4ccccc4)cc3)ccc21. Reaction SMILES: [CH3:18][C:19]1([CH3:36])[c:20]2[cH:21][cH:22][c:23]([CH:31]=[CH:32][C:33](=[O:34])[Cl:35])[cH:24][c:25]2[C:26]([CH3:29])([CH3:30])[CH2:27][CH2:28]1.[OH:1][c:2]1[cH:3][cH:4][c:5]([C:6](=[O:7])[O:8][CH2:9][c:10]2[cH:11][cH:12][cH:13][cH:14][cH:15]2)[cH:16][cH:17]1>>[O:1]([c:2]1[cH:3][cH:4][c:5]([C:6](=[O:7])[O:8][CH2:9][c:10]2[cH:11][cH:12][cH:13][cH:14][cH:15]2)[cH:16][cH:17]1)[C:33]([CH:32]=[CH:31][c:23]1[cH:22][cH:21][c:20]2[c:25]([cH:24]1)[C:26]([CH3:29])([CH3:30])[CH2:27][CH2:28][C:19]2([CH3:18])[CH3:36])=[O:34].